From a dataset of the Open Reaction Database (ORD), a public repository of structured organic reaction records. describe an organic reaction: reactants, conditions, products, and yield RXN SMILES: [F:1][CH2:2][C@@H:3]1[C@@H:7]([C:8]2[CH:13]=[CH:12][C:11]([C:14]3[O:18][N:17]=[C:16]([CH2:19]OS(C)(=O)=O)[CH:15]=3)=[CH:10][CH:9]=2)[O:6][C:5]([CH3:26])([CH3:25])[N:4]1[C:27]([O:29][C:30]([CH3:33])([CH3:32])[CH3:31])=[O:28].[C-:34]#[N:35].[K+].C1OCCOCCOCCOCCOCCOC1>C(#N)C>[C:34]([CH2:19][C:16]1[CH:15]=[C:14]([C:11]2[CH:10]=[CH:9][C:8]([C@H:7]3[O:6][C:5]([CH3:26])([CH3:25])[N:4]([C:27]([O:29][C:30]([CH3:32])([CH3:31])[CH3:33])=[O:28])[C@@H:3]3[CH2:2][F:1])=[CH:13][CH:12]=2)[O:18][N:17]=1)#[N:35] |f:1.2|. Yields the product C(#N)CC1=NOC(=C1)C1=CC=C(C=C1)[C@@H]1[C@H](N(C(O1)(C)C)C(=O)OC(C)(C)C)CF ((4S,5R)-tert-butyl 5-(4-(3-(cyanomethyl)isoxazol-5-yl)phenyl)-4-(fluoromethyl)-2,2-dimethyloxazolidine-3-carboxylate). Yield: 55.8%. Procedure: The product of step 1 of Example 10 (200 mg, 0.41 mmol), potassium cyanide (111 mg, 1.65 mmol), and 18-crown-6 (23 mg, 0.08 mmol) in acetonitrile (8 mL) are stirred at room temperature for 16 hours then the mixture is concentrated and purified by column chromatography on silica gel eluting with a gradient of ethyl acetate/heptane to afford the title compound (95 mg). m/z (Cl) 416 [M+H]. Starting materials: FC[C@H]1N(C(O[C@@H]1C1=CC=C(C=C1)C1=CC(=NO1)COS(=O)(=O)C)(C)C)C(=O)OC(C)(C)C ((4S,5R)-tert-butyl 4-(fluoromethyl)-2,2-dimethyl-5-(4-(3-((methylsulfonyloxy)methyl)isoxazol-5-yl)phenyl)oxazolidine-3-carboxylate), [C-]#N.[K+] (potassium cyanide), C1COCCOCCOCCOCCOCCO1 (18-crown-6). Solvent: C(C)#N (acetonitrile). The reactants are COC=1C=C(C=CC1OC)C=1C(NCCN1)=O (3-(3,4-dimethoxyphenyl)-5,6-dihydro-2(1H)-pyrazinone). Reagents/catalysts: [Ni] (Raney nickel). Run in C(C)O (ethanol). The product is COC=1C=C(C=CC1OC)C1C(NCCN1)=O (3-(3,4-dimethoxyphenyl)-piperazin-2-one). Reaction SMILES: [CH3:1][O:2][C:3]1[CH:4]=[C:5]([C:11]2[C:12](=[O:17])[NH:13][CH2:14][CH2:15][N:16]=2)[CH:6]=[CH:7][C:8]=1[O:9][CH3:10]>C(O)C.[Ni]>[CH3:1][O:2][C:3]1[CH:4]=[C:5]([CH:11]2[NH:16][CH2:15][CH2:14][NH:13][C:12]2=[O:17])[CH:6]=[CH:7][C:8]=1[O:9][CH3:10]. Procedure details: 23.4 g (0.1 mol) of 3-(3,4-dimethoxyphenyl)-5,6-dihydro-2(1H)-pyrazinone are dissolved in 230 ml of ethanol and hydrogenated, in the presence of Raney nickel as the catalyst, at 40° to 60° C. and under a hydrogen pressure of 50 bar until saturation is reached. The catalyst is then filtered off, the filtrate is evaporated in vacuo and the residue is triturated with ether. Starting materials: C(=O)CNC1=CC=C(C=C1)C1=C(C=C(S1)C#N)C1=CC=C(C=C1)S(=O)(=O)C (5-[4-(N-formylmethylamino)phenyl]-4-[4-(methylsulfonyl)phenyl]thiophene-2-carbonitrile), Cl (hydrochloric acid). Solvent: CO (methanol), O1CCCC1 (tetrahydrofuran). Conditions: time 2.5 hour. The product is CNC1=CC=C(C=C1)C1=C(C=C(S1)C#N)C1=CC=C(C=C1)S(=O)(=O)C (5-[4-(methylamino)phenyl]-4-[4-(methylsulfonyl)phenyl]thiophene-2-carbonitrile). The yield is 68.5%. As a reaction SMILES: C([CH2:3][NH:4][C:5]1[CH:10]=[CH:9][C:8]([C:11]2[S:15][C:14]([C:16]#[N:17])=[CH:13][C:12]=2[C:18]2[CH:23]=[CH:22][C:21]([S:24]([CH3:27])(=[O:26])=[O:25])=[CH:20][CH:19]=2)=[CH:7][CH:6]=1)=O.Cl>CO.O1CCCC1>[CH3:3][NH:4][C:5]1[CH:6]=[CH:7][C:8]([C:11]2[S:15][C:14]([C:16]#[N:17])=[CH:13][C:12]=2[C:18]2[CH:23]=[CH:22][C:21]([S:24]([CH3:27])(=[O:26])=[O:25])=[CH:20][CH:19]=2)=[CH:9][CH:10]=1. Procedure details: A mixture of 5-[4-(N-formylmethylamino)phenyl]-4-[4-(methylsulfonyl)phenyl]thiophene-2-carbonitrile (2.2 g) and concentrated hydrochloric acid (13 ml) in methanol (60 ml) and tetrahydrofuran (40 ml) was stirred at ambient temperature for 2.5 hours. The mixture was concentrated and the residue was triturated in a sodium bicarbonate solution to give a powder. The crude powder was purified by column chromatography on silica gel eluting with a mixture of toluene and ethyl acetate (4:1) to give a yel... Product: CC1=CC=C(C=C1)S(=O)(=O)N[C@H](C(=O)NC1=C(C=C(C=C1F)F)F)CC1=CC=CC=C1 ((S)-α-[[(4-Methylphenyl)sulfonyl]amino]-N-(2,4,6-trifluorophenyl)benzenepropanamide). Reaction SMILES: [NH2:1][C@@H:2]([CH2:15][C:16]1[CH:21]=[CH:20][CH:19]=[CH:18][CH:17]=1)[C:3]([NH:5][C:6]1[C:11]([F:12])=[CH:10][C:9]([F:13])=[CH:8][C:7]=1[F:14])=[O:4].[S:22](Cl)([C:25]1[CH:31]=[CH:30][C:28]([CH3:29])=[CH:27][CH:26]=1)(=[O:24])=[O:23]>>[CH3:29][C:28]1[CH:30]=[CH:31][C:25]([S:22]([NH:1][C@@H:2]([CH2:15][C:16]2[CH:21]=[CH:20][CH:19]=[CH:18][CH:17]=2)[C:3]([NH:5][C:6]2[C:7]([F:14])=[CH:8][C:9]([F:13])=[CH:10][C:11]=2[F:12])=[O:4])(=[O:24])=[O:23])=[CH:26][CH:27]=1. Procedure: Following the procedure of Example 52 only using the product of Example 50 and tosyl chloride, the title compound was obtained, mp 180°-181° C. Reactants: N[C@H](C(=O)NC1=C(C=C(C=C1F)F)F)CC1=CC=CC=C1 ((S)-α-Amino-N-(2,4,6-trifluorophenyl)benzenepropanamide), S(=O)(=O)(C1=CC=C(C)C=C1)Cl (tosyl chloride). Starting materials: COC(=O)C1(Cc2ccc(Cl)cc2)CCN(C(=O)OC(C)(C)C)CC1, CO, Cl, [Li+], C1COCCO1, [OH-], O, O. The product is CC(C)(C)OC(=O)N1CCC(Cc2ccc(Cl)cc2)(C(=O)O)CC1. Reaction SMILES: [CH3:1][O:2][C:3](=[O:4])[C:5]1([CH2:18][c:19]2[cH:20][cH:21][c:22]([Cl:25])[cH:23][cH:24]2)[CH2:6][CH2:7][N:8]([C:11](=[O:12])[O:13][C:14]([CH3:15])([CH3:16])[CH3:17])[CH2:9][CH2:10]1.[CH3:36][OH:37].[ClH:29].[Li+:28].[O:30]1[CH2:31][CH2:32][O:33][CH2:34][CH2:35]1.[OH-:27].[OH2:26].[OH2:38]>>[O:2]=[C:3]([OH:4])[C:5]1([CH2:18][c:19]2[cH:20][cH:21][c:22]([Cl:25])[cH:23][cH:24]2)[CH2:6][CH2:7][N:8]([C:11](=[O:12])[O:13][C:14]([CH3:15])([CH3:16])[CH3:17])[CH2:9][CH2:10]1.